Dataset: the Open Reaction Database (ORD), a public repository of structured organic reaction records. Task: describe an organic reaction: reactants, conditions, products, and yield Reactants: C(C)OC(=O)CNC1=C(C=CC(=C1)OC)[C@H]1CC=2C=CC(=CC2CC1)OC(C(C)(C)C)=O (pivalic acid (R)-6-[2-(ethoxycarbonylmethylamino)-4-methoxyphenyl]-5,6,7,8-tetrahydronaphthalen-2-yl ester), C(C)(C)(C)OC(=O)NC(COC1=CC=C(C(=O)O)C=C1)(C)C (4-(2-tert-butoxycarbonylamino-2-methylpropoxy)benzoic acid). Yields the product C(C)(C)(C)OC(=O)NC(COC1=CC=C(C(=O)CCOC(=O)CNC2=C(C=CC(=C2)OC)[C@H]2CC=3C=CC(=CC3CC2)OC(C(C)(C)C)=O)C=C1)(C)C (Pivalic acid (R)-6-{2-{[4-(2-tert-butoxycarbonylamino-2-methylpropoxy)benzoyl]ethoxycarbonylmethylamino}-4-methoxyphenyl}-5,6,7,8-tetrahydronaphthalen-2-yl ester). The yield is 78.2%. RXN SMILES: [CH2:1]([O:3][C:4]([CH2:6][NH:7][C:8]1[CH:13]=[C:12]([O:14][CH3:15])[CH:11]=[CH:10][C:9]=1[C@@H:16]1[CH2:25][CH2:24][C:23]2[CH:22]=[C:21]([O:26][C:27](=[O:32])[C:28]([CH3:31])([CH3:30])[CH3:29])[CH:20]=[CH:19][C:18]=2[CH2:17]1)=[O:5])[CH3:2].[C:33]([O:37][C:38]([NH:40][C:41]([CH3:54])([CH3:53])[CH2:42][O:43][C:44]1[CH:52]=[CH:51][C:47]([C:48](O)=[O:49])=[CH:46][CH:45]=1)=[O:39])([CH3:36])([CH3:35])[CH3:34]>>[C:33]([O:37][C:38]([NH:40][C:41]([CH3:54])([CH3:53])[CH2:42][O:43][C:44]1[CH:52]=[CH:51][C:47]([C:48]([CH2:2][CH2:1][O:3][C:4]([CH2:6][NH:7][C:8]2[CH:13]=[C:12]([O:14][CH3:15])[CH:11]=[CH:10][C:9]=2[C@@H:16]2[CH2:25][CH2:24][C:23]3[CH:22]=[C:21]([O:26][C:27](=[O:32])[C:28]([CH3:31])([CH3:30])[CH3:29])[CH:20]=[CH:19][C:18]=3[CH2:17]2)=[O:5])=[O:49])=[CH:46][CH:45]=1)=[O:39])([CH3:36])([CH3:34])[CH3:35]. Reported procedure: Synthesized from pivalic acid (R)-6-[2-(ethoxycarbonylmethylamino)-4-methoxyphenyl]-5,6,7,8-tetrahydronaphthalen-2-yl ester (1.2 g) and 4-(2-tert-butoxycarbonylamino-2-methylpropoxy)benzoic acid (1.27 g) according to an analogous synthetic method to Preparation Example 154, the title compound (1.56 g) was obtained. Starting materials: C(C)(C)(C)OC(=O)N1CCN(CC1)CCOC1=C2C(=NC(=NC2=CC=C1)N)N (4-[2-(2,4-Diamino-quinazolin-5-yloxy)-ethyl]-piperazine-1-carboxylic acid tert-butyl ester), FC(C(=O)O)(F)F (trifluoroacetic acid). Run in ClCCl (dichloromethane). Run at time 16 hour. Product: FC(C(=O)O)(F)F.N1(CCNCC1)CCOC1=C2C(=NC(=NC2=CC=C1)N)N (5-(2-piperazin-1-yl-ethoxy)-quinazoline-2,4-diamine trifluoroacetate). The yield is 88.0%. RXN SMILES: C(OC([N:8]1[CH2:13][CH2:12][N:11]([CH2:14][CH2:15][O:16][C:17]2[CH:26]=[CH:25][CH:24]=[C:23]3[C:18]=2[C:19]([NH2:28])=[N:20][C:21]([NH2:27])=[N:22]3)[CH2:10][CH2:9]1)=O)(C)(C)C.[F:29][C:30]([F:35])([F:34])[C:31]([OH:33])=[O:32]>ClCCl>[F:29][C:30]([F:35])([F:34])[C:31]([OH:33])=[O:32].[N:11]1([CH2:14][CH2:15][O:16][C:17]2[CH:26]=[CH:25][CH:24]=[C:23]3[C:18]=2[C:19]([NH2:28])=[N:20][C:21]([NH2:27])=[N:22]3)[CH2:12][CH2:13][NH:8][CH2:9][CH2:10]1 |f:3.4|. Procedure details: In a 100 mL round bottom flask 4-[2-(2,4-Diamino-quinazolin-5-yloxy)-ethyl]-piperazine-1-carboxylic acid tert-butyl ester (2.3 g; 5.9 mmol) was magnetically stirred in 20 mL of dichloromethane and trifluoroacetic acid (3 mL) was added dropwise at room temperature. After 16 hours, solids were filtered and rinsed with 10 mls of dichloromethane. Title compound was obtained 2.1 g (88% yield).